The task is: describe an organic reaction: reactants, conditions, products, and yield. This data is from the Open Reaction Database (ORD), a public repository of structured organic reaction records. Reactants: Cc1ccccc1, O=C(Cl)CCl, Cc1cccc(C)c1N, [Na+], [Na+], O=C([O-])[O-], O. The product is Cc1cccc(C)c1NC(=O)CCl. RXN SMILES: [CH3:21][c:22]1[cH:23][cH:24][cH:25][cH:26][cH:27]1.[Cl:16][CH2:17][C:18](=[O:19])[Cl:20].[NH2:1][c:2]1[c:3]([CH3:9])[cH:4][cH:5][cH:6][c:7]1[CH3:8].[Na+:10].[Na+:11].[O-:12][C:13](=[O:14])[O-:15].[OH2:28]>>[NH:1]([c:2]1[c:3]([CH3:9])[cH:4][cH:5][cH:6][c:7]1[CH3:8])[C:18]([CH2:17][Cl:16])=[O:19]. Starting materials: ClC=1C=CC(=NC1)N (5-Chloropyridin-2-amine), [N+](#[C-])C(C)C (2-isocyanopropane), ClC=1C=C(C=O)C=CC1 (3-chlorobenzaldehyde), O.C1(=CC=C(C=C1)S(=O)(=O)O)C (p-toluenesulfonic acid monohydrate). Reaction conditions: time 45 minute. Reaction SMILES: [Cl:1][C:2]1[CH:3]=[CH:4][C:5]([NH2:8])=[N:6][CH:7]=1.[Cl:9][C:10]1[CH:11]=[C:12]([CH:15]=[CH:16][CH:17]=1)[CH:13]=O.O.C1(C)C=CC(S(O)(=O)=O)=CC=1.[N+:30]([CH:32]([CH3:34])[CH3:33])#[C-:31]>CO>[Cl:1][C:2]1[CH:3]=[CH:4][C:5]2[N:6]([C:31]([NH:30][CH:32]([CH3:34])[CH3:33])=[C:13]([C:12]3[CH:15]=[CH:16][CH:17]=[C:10]([Cl:9])[CH:11]=3)[N:8]=2)[CH:7]=1 |f:2.3|. Yields the product ClC=1C=CC=2N(C1)C(=C(N2)C2=CC(=CC=C2)Cl)NC(C)C ([6-chloro-2-(3-chloro-phenyl)-imidazo[1,2-a]pyridin-3-yl]-isopropyl-amine). The yield is 14.8%. Solvent: CO (methanol). Procedure: 5-Chloropyridin-2-amine (130 mg, 1.01 mmol), 3-chlorobenzaldehyde (171 mg, 1.21 mmol) and p-toluenesulfonic acid monohydrate (77 mg, 0.40 mmol) were combined in 2 mL of methanol to give a clear solution. To this solution was added 2-isocyanopropane (78 mg, 1.13 mmol) and the resulting clear solution was stirred at room temperature for 45 minutes. The mixture was filtered and the white solid was rinsed with methanol three times. The white solid was dried to afford [6-chloro-2-(3-chloro-phenyl)-im... The reactants are COC(=O)C=1N=C(C2=CC(=CC=C2C1O)OC1=CC=CC=C1)C#N (1-cyano-4-hydroxy-7-phenoxy-isoquinoline-3-carboxylic acid methyl ester), Cl.NCC(CC(=O)O)(C)C (4-amino-3,3-dimethyl-butyric acid HCl salt). The reagents and catalysts are C[O-].[Na+].CO (NaOMe MeOH). The product is C(#N)C1=NC(=C(C2=CC=C(C=C12)OC1=CC=CC=C1)O)C(=O)NCC(CC(=O)O)(C)C (4-[(1-Cyano-4-hydroxy-7-phenoxy-isoquinoline-3-carbonyl)-amino]-3,3-dimethyl-butyric acid). The yield is 7.7%. As a reaction SMILES: CO[C:3]([C:5]1[N:6]=[C:7]([C:23]#[N:24])[C:8]2[C:13]([C:14]=1[OH:15])=[CH:12][CH:11]=[C:10]([O:16][C:17]1[CH:22]=[CH:21][CH:20]=[CH:19][CH:18]=1)[CH:9]=2)=[O:4].Cl.[NH2:26][CH2:27][C:28]([CH3:34])([CH3:33])[CH2:29][C:30]([OH:32])=[O:31]>C[O-].[Na+].CO>[C:23]([C:7]1[C:8]2[C:13](=[CH:12][CH:11]=[C:10]([O:16][C:17]3[CH:18]=[CH:19][CH:20]=[CH:21][CH:22]=3)[CH:9]=2)[C:14]([OH:15])=[C:5]([C:3]([NH:26][CH2:27][C:28]([CH3:34])([CH3:33])[CH2:29][C:30]([OH:32])=[O:31])=[O:4])[N:6]=1)#[N:24] |f:1.2,3.4.5|. Procedure: A mixture of 1-cyano-4-hydroxy-7-phenoxy-isoquinoline-3-carboxylic acid methyl ester (70 mg, 0.22 mmol) and 4-amino-3,3-dimethyl-butyric acid HCl salt (110 mg, 0.66 mmol) (Oakwood Products) in 0.5 M NaOMe/MeOH (2.62 mL, 1.3 μmol) was microwaved at 120° C. for 1 h. Reaction mixture was concentrated and residue was dissolved in water (50 mL), It was acidified by 1 N HCl to pH=3-4 and extracted with EtOAc. Organic layer was washed with brine, dried over MgSO4, filtered and concentrated. Crude produ...